Dataset: the Open Reaction Database (ORD), a public repository of structured organic reaction records. Task: describe an organic reaction: reactants, conditions, products, and yield Yields the product CCCCCCCCOC(=O)NC(=N)c1ccc(NCc2nc3cc(C(=O)N(CCC(=O)O)c4ccccn4)ccc3n2C)cc1. The reactants are CCOCC, CO, CC(=O)O, [Na+], [OH-], O, CCCCCCCCOC(=O)NC(=N)c1ccc(NCc2nc3cc(C(=O)N(CCC(=O)OC)c4ccccn4)ccc3n2C)cc1. Reaction SMILES: [CH2:57]([O:58][CH2:59][CH3:60])[CH3:61].[CH3:50][OH:51].[CH3:52][C:53](=[O:54])[OH:55].[Na+:49].[OH-:48].[OH2:56].[n:1]1[c:2]([N:7]([C:8](=[O:9])[c:10]2[cH:11][c:12]3[c:13]([n:14]([CH3:39])[c:15]([CH2:17][NH:18][c:19]4[cH:20][cH:21][c:22]([C:25]([NH:26][C:27](=[O:28])[O:29][CH2:30][CH2:31][CH2:32][CH2:33][CH2:34][CH2:35][CH2:36][CH3:37])=[NH:38])[cH:23][cH:24]4)[n:16]3)[cH:40][cH:41]2)[CH2:42][CH2:43][C:44](=[O:45])[O:46][CH3:47])[cH:3][cH:4][cH:5][cH:6]1>>[n:1]1[c:2]([N:7]([C:8](=[O:9])[c:10]2[cH:11][c:12]3[c:13]([n:14]([CH3:39])[c:15]([CH2:17][NH:18][c:19]4[cH:20][cH:21][c:22]([C:25]([NH:26][C:27](=[O:28])[O:29][CH2:30][CH2:31][CH2:32][CH2:33][CH2:34][CH2:35][CH2:36][CH3:37])=[NH:38])[cH:23][cH:24]4)[n:16]3)[cH:40][cH:41]2)[CH2:42][CH2:43][C:44](=[O:45])[OH:46])[cH:3][cH:4][cH:5][cH:6]1.